This data is from the Open Reaction Database (ORD), a public repository of structured organic reaction records. The task is: describe an organic reaction: reactants, conditions, products, and yield Reactants: C(C)(C)OC1=CC=C(C=C1)NC(=O)N1CCC(CC1)C1=NC=NC2=CC=C(C=C12)C#CCO (4-[6-(3-hydroxy-prop-1-ynyl)-quinazolin-4-yl]-piperidine-1-carboxylic acid (4-isopropoxy-phenyl)-amide), CCN(C(C)C)C(C)C (DIEA), CS(=O)(=O)Cl (methanesulfonyl chloride). Run in C(Cl)Cl (DCM). Conditions: temperature 0 celsius. The product is C(C)(C)OC1=CC=C(C=C1)NC(=O)N1CCC(CC1)C1=NC=NC2=CC=C(C=C12)C#CCOS(=O)(=O)C (Methanesulfonic acid 3-{4-[1-(4-isopropoxy-phenylcarbamoyl)-piperidin-4-yl]-quinazolin-6-yl}-prop-2-ynyl ester). The yield is 93.2%. Reaction SMILES: [CH:1]([O:4][C:5]1[CH:10]=[CH:9][C:8]([NH:11][C:12]([N:14]2[CH2:19][CH2:18][CH:17]([C:20]3[C:29]4[C:24](=[CH:25][CH:26]=[C:27]([C:30]#[C:31][CH2:32][OH:33])[CH:28]=4)[N:23]=[CH:22][N:21]=3)[CH2:16][CH2:15]2)=[O:13])=[CH:7][CH:6]=1)([CH3:3])[CH3:2].CCN(C(C)C)C(C)C.[CH3:43][S:44](Cl)(=[O:46])=[O:45]>C(Cl)Cl>[CH:1]([O:4][C:5]1[CH:10]=[CH:9][C:8]([NH:11][C:12]([N:14]2[CH2:15][CH2:16][CH:17]([C:20]3[C:29]4[C:24](=[CH:25][CH:26]=[C:27]([C:30]#[C:31][CH2:32][O:33][S:44]([CH3:43])(=[O:46])=[O:45])[CH:28]=4)[N:23]=[CH:22][N:21]=3)[CH2:18][CH2:19]2)=[O:13])=[CH:7][CH:6]=1)([CH3:3])[CH3:2]. Procedure: A solution of 4-[6-(3-hydroxy-prop-1-ynyl)-quinazolin-4-yl]-piperidine-1-carboxylic acid (4-isopropoxy-phenyl)-amide (816 mg, 1.84 mmol), as prepared in Example 12, and DIEA (350 μL, 2.12 mmol) in DCM (13 mL) was treated with methanesulfonyl chloride (157 μL, 2.02 mmol) dropwise over 1 min with stirring at 0° C. under positive argon pressure. The ice bath was immediately removed, and the reaction was stirred at rt for 1 h 15 min. Flash chromatographic purification of the crude reaction mixture (... Reactants: CC1COC2=C3N1C1=C(C(C3=CC(=C2F)F)=O)C(NO1)=O (1-methyl-4,5-difluoro-1,2,8,9-tetrahydro-7H-isoxazolo[4',5':5,6]pyrido[1,2,3-de][1,4]benzoxazine-7,8-dione), CN1CCNCC1 (N-methylpiperazine). Solvent: N1=CC=CC=C1 (pyridine). Run at temperature 50 celsius, time 5 minute. Product: CC1COC2=C3N1C1=C(C(C3=CC(=C2N2CCN(CC2)C)F)=O)C(NO1)=O (1-methyl-4-(4-methyl-1-piperazinyl)-5-fluoro-1,2,8,9-tetrahydro-7H-isoxazolo[4',5':5,6]pyrido[1,2,3-de][1,4]benzoxazine-7,8-dione). As a reaction SMILES: [CH3:1][CH:2]1[N:7]2[C:8]3[O:20][NH:19][C:18](=[O:21])[C:9]=3[C:10](=[O:17])[C:11]3=[CH:12][C:13]([F:16])=[C:14](F)[C:5](=[C:6]23)[O:4][CH2:3]1.[CH3:22][N:23]1[CH2:28][CH2:27][NH:26][CH2:25][CH2:24]1>N1C=CC=CC=1>[CH3:1][CH:2]1[N:7]2[C:8]3[O:20][NH:19][C:18](=[O:21])[C:9]=3[C:10](=[O:17])[C:11]3=[CH:12][C:13]([F:16])=[C:14]([N:26]4[CH2:27][CH2:28][N:23]([CH3:22])[CH2:24][CH2:25]4)[C:5](=[C:6]23)[O:4][CH2:3]1. Procedure details: To a solution of 1.45 g of the preceding isoxazolo-pyrido-benzoxazine derivative (9) (R8 =CH3) in 30 ml pyridine is added in 2.5 ml N-methylpiperazine. It is then heated under nitrogen atmosphere at 50° C. for 24 hours. The mixture is evaporated to dryness and is then boiled in ethanol for 5 minutes and the mixture is filtered and washed with water yielding the 1-methyl-4-(4-methyl-1-piperazinyl)-5-fluoro-1,2,8,9-tetrahydro-7H-isoxazolo[4',5':5,6]pyrido[1,2,3-de][1,4]benzoxazine-7,8-dione (I) ##...